From a dataset of the Open Reaction Database (ORD), a public repository of structured organic reaction records. describe an organic reaction: reactants, conditions, products, and yield Starting materials: Intermediate 1E, C(CCC)N(C(=O)C1=NNC(=C1Cl)C)CC1=CC(=C(C=C1)Cl)Cl (N-butyl-4-chloro-N-(3,4-dichlorobenzyl)-5-methyl-1H-pyrazole-3-carboxamide), FC1=C(C=C(C(=O)OCC2=CC=CC=C2)C=C1)C(=O)N1CC2=CC=CC=C2CC1 (benzyl 4-fluoro-3-(1,2,3,4-tetrahydroisoquinoline-2-carbonyl)benzoate), FC1=C(C=C(C(=O)OCC2=CC=CC=C2)C=C1)C(=O)N1CC2=CC=CC=C2CC1 (benzyl 4-fluoro-3-(1,2,3,4-tetrahydroisoquinoline-2-carbonyl)benzoate). Product: C(CCC)N(C(=O)C1=NN(C(=C1Cl)C)C1=C(C=C(C(=O)OCC2=CC=CC=C2)C=C1)C(=O)N1CC2=CC=CC=C2CC1)CC1=CC(=C(C=C1)Cl)Cl (Benzyl 4-(3-(butyl(3,4-dichlorobenzyl)carbamoyl)-4-chloro-5-methyl-1H-pyrazol-1-yl)-3-(1,2,3,4-tetrahydroisoquinoline-2-carbonyl)benzoate). Isolated yield 64.0%. RXN SMILES: [CH2:1]([N:5]([CH2:15][C:16]1[CH:21]=[CH:20][C:19]([Cl:22])=[C:18]([Cl:23])[CH:17]=1)[C:6]([C:8]1[C:12]([Cl:13])=[C:11]([CH3:14])[NH:10][N:9]=1)=[O:7])[CH2:2][CH2:3][CH3:4].F[C:25]1[CH:40]=[CH:39][C:28]([C:29]([O:31][CH2:32][C:33]2[CH:38]=[CH:37][CH:36]=[CH:35][CH:34]=2)=[O:30])=[CH:27][C:26]=1[C:41]([N:43]1[CH2:52][CH2:51][C:50]2[C:45](=[CH:46][CH:47]=[CH:48][CH:49]=2)[CH2:44]1)=[O:42]>>[CH2:1]([N:5]([CH2:15][C:16]1[CH:21]=[CH:20][C:19]([Cl:22])=[C:18]([Cl:23])[CH:17]=1)[C:6]([C:8]1[C:12]([Cl:13])=[C:11]([CH3:14])[N:10]([C:25]2[CH:40]=[CH:39][C:28]([C:29]([O:31][CH2:32][C:33]3[CH:34]=[CH:35][CH:36]=[CH:37][CH:38]=3)=[O:30])=[CH:27][C:26]=2[C:41]([N:43]2[CH2:52][CH2:51][C:50]3[C:45](=[CH:46][CH:47]=[CH:48][CH:49]=3)[CH2:44]2)=[O:42])[N:9]=1)=[O:7])[CH2:2][CH2:3][CH3:4]. Reported procedure: Following a procedure analogous to that for the synthesis of Intermediate 1E, N-butyl-4-chloro-N-(3,4-dichlorobenzyl)-5-methyl-1H-pyrazole-3-carboxamide (1.73 g, 4.62 mmol) and benzyl 4-fluoro-3-(1,2,3,4-tetrahydroisoquinoline-2-carbonyl)benzoate (Intermediate 122B, 1.80 g, 4.62 mmol) were converted to the title compound (2.20 g, 64%). 1H NMR (CDCl3, mixture of amide rotamers) δ 8.24 (d, J=8.4 Hz, 1H), 8.16-8.09 (m, 1H), 7.53-7.03 (m, 12H), 6.98-6.76 (m, 1H), 5.41 (br s, 2H), 4.86-4.20 (m, 4H), ... Starting materials: OC(C)C=1C=C(C=CC1)N1N=C(C=C1C(=O)NCC1=C(C=CC=C1)OC)C(F)(F)F (1-(3-(1-hydroxyethyl)phenyl)-N-(2-methoxybenzyl)-3-(trifluoromethyl)-1H-pyrazole-5-carboxamide), CC(=O)OI1(C=2C=CC=CC2C(=O)O1)(OC(=O)C)OC(=O)C (Dess-Martin periodinane). The solvent is C(Cl)Cl (DCM). Conditions: time 3 hour. Product: C(C)(=O)C=1C=C(C=CC1)N1N=C(C=C1C(=O)NCC1=C(C=CC=C1)OC)C(F)(F)F (1-(3-acetylphenyl)-N-(2-methoxybenzyl)-3-(trifluoromethyl)-1H-pyrazole-5-carboxamide). The yield is 87.1%. RXN SMILES: [OH:1][CH:2]([C:4]1[CH:5]=[C:6]([N:10]2[C:14]([C:15]([NH:17][CH2:18][C:19]3[CH:24]=[CH:23][CH:22]=[CH:21][C:20]=3[O:25][CH3:26])=[O:16])=[CH:13][C:12]([C:27]([F:30])([F:29])[F:28])=[N:11]2)[CH:7]=[CH:8][CH:9]=1)[CH3:3].CC(OI1(OC(C)=O)(OC(C)=O)OC(=O)C2C=CC=CC1=2)=O>C(Cl)Cl>[C:2]([C:4]1[CH:5]=[C:6]([N:10]2[C:14]([C:15]([NH:17][CH2:18][C:19]3[CH:24]=[CH:23][CH:22]=[CH:21][C:20]=3[O:25][CH3:26])=[O:16])=[CH:13][C:12]([C:27]([F:30])([F:28])[F:29])=[N:11]2)[CH:7]=[CH:8][CH:9]=1)(=[O:1])[CH3:3]. Procedure: To a stirred solution of 153 (650 mg, 1.550 mmol) in DCM (7.75 ml) under N2 was added Dess-Martin periodinane (0.50 ml, 1.627 mmol) and the mixture was stirred at room temperature for 3 h. The reaction mixture was taken to dryness and the residue was purified by chromatography (Biotage 15 to 65% EtOAc in hexane) to afford 154 (565 mg, 1.35 mmol, 88%). LRMS (ESI): (calc.) 417.1 (found) 440.2 (MNa)+. Reactants: C(C)OCCCC[C@@H](C1=CC=CC=C1)[C@H]1CN(CCC1)C(=O)N[C@H](CN(C(OC(C)(C)C)=O)C)CC1CCCCC1 (tert-butyl (S)-2-((S)-3-((R)-5-ethoxy-1-phenylpentyl)piperidine-1-carboxamido)-3-cyclohexylpropylmethylcarbamate). Run in Cl.O1CCOCC1 (HCl dioxane). The product is C1(CCCCC1)C[C@@H](CNC)NC(=O)N1C[C@@H](CCC1)[C@@H](CCCCOCC)C1=CC=CC=C1 ((3S)-N-((S)-3-cyclohexyl-1-(methylamino)propan-2-yl)-3-((R)-5-ethoxy-1-phenylpentyl)-piperidine-1-carboxamide). Yield: 98.2%. RXN SMILES: [CH2:1]([O:3][CH2:4][CH2:5][CH2:6][CH2:7][C@H:8]([C@@H:15]1[CH2:20][CH2:19][CH2:18][N:17]([C:21]([NH:23][C@@H:24]([CH2:35][CH:36]2[CH2:41][CH2:40][CH2:39][CH2:38][CH2:37]2)[CH2:25][N:26](C)[C:27](=O)OC(C)(C)C)=[O:22])[CH2:16]1)[C:9]1[CH:14]=[CH:13][CH:12]=[CH:11][CH:10]=1)[CH3:2]>Cl.O1CCOCC1>[CH:36]1([CH2:35][C@H:24]([NH:23][C:21]([N:17]2[CH2:18][CH2:19][CH2:20][C@@H:15]([C@H:8]([C:9]3[CH:10]=[CH:11][CH:12]=[CH:13][CH:14]=3)[CH2:7][CH2:6][CH2:5][CH2:4][O:3][CH2:1][CH3:2])[CH2:16]2)=[O:22])[CH2:25][NH:26][CH3:27])[CH2:41][CH2:40][CH2:39][CH2:38][CH2:37]1 |f:1.2|. Procedure details: tert-butyl (S)-2-((S)-3-((R)-5-ethoxy-1-phenylpentyl)piperidine-1-carboxamido)-3-cyclohexylpropylmethylcarbamate (40.7 mg, 0.071 mmol) was stirred in HCl/dioxane (4 N, 4 mL) at rt until no starting material remained. The solvent was removed to to give (3S)-N-((S)-3-cyclohexyl-1-(methylamino)propan-2-yl)-3-((R)-5-ethoxy-1-phenylpentyl)-piperidine-1-carboxamide (32.9 mg, 91%) as its HCl salt. 1H NMR (CD3OD) δ 0.9 (m, 3 H), 1.0 (m, 2 H), 1.11 (t, 3 H), 1.2-2.0 (20 H), 2.40 (m, 1 H), 2.65 (m, 1 H), ... Reactants: CC(C)(C)OC(=O)N1CCOC(Cc2ccccc2)C1, Cl, C1COCCO1. Product: c1ccc(CC2CNCCO2)cc1. As a reaction SMILES: [C:1]([O:2][C:3](=[O:4])[N:8]1[CH2:9][CH:10]([CH2:14][c:15]2[cH:16][cH:17][cH:18][cH:19][cH:20]2)[O:11][CH2:12][CH2:13]1)([CH3:5])([CH3:6])[CH3:7].[ClH:21].[O:22]1[CH2:23][CH2:24][O:25][CH2:26][CH2:27]1>>[NH:8]1[CH2:9][CH:10]([CH2:14][c:15]2[cH:16][cH:17][cH:18][cH:19][cH:20]2)[O:11][CH2:12][CH2:13]1. The reactants are [C@@H]1(CCC2=CC=CC=C12)NCCC1(CCC2(OCC(CO2)(C)C)CC1)O (9-{2-[(S)-indan-1-ylamino]-ethyl}-3,3-dimethyl-1,5-dioxa-spiro[5.5]undecan-9-ol), ClC(Cl)(OC(OC(Cl)(Cl)Cl)=O)Cl (triphosgene), crude product, [C@@H]1(CCC2=CC=CC=C12)N1C(OC2(CC1)CCC1(OCC(CO1)(C)C)CC2)=O (3-[(S)-indan-1-yl]-12,12-dimethyl-1,10,14-trioxa-3-aza-dispiro[5.2.5.2]hexadecan-2-one), Intermediate 2, Intermediate 2. Yields the product [C@@H]1(CCC2=CC=CC=C12)N1C(OC2(CC1)CCC(CC2)=O)=O (3-[(S)-Indan-1-yl]-1-oxa-3-aza-spiro[5.5]undecane-2,9-dione). RXN SMILES: [C@@H]1(NCCC2(O)CCC3(OCC(C)(C)CO3)CC2)C2C(=CC=CC=2)CC1.ClC(Cl)(OC(=O)OC(Cl)(Cl)Cl)Cl.[C@@H:39]1([N:48]2[CH2:53][CH2:52][C:51]3([CH2:65][CH2:64][C:56]4(OCC(C)(C)C[O:57]4)[CH2:55][CH2:54]3)[O:50][C:49]2=[O:66])[C:47]2[C:42](=[CH:43][CH:44]=[CH:45][CH:46]=2)[CH2:41][CH2:40]1>>[C@@H:39]1([N:48]2[CH2:53][CH2:52][C:51]3([CH2:54][CH2:55][C:56](=[O:57])[CH2:64][CH2:65]3)[O:50][C:49]2=[O:66])[C:47]2[C:42](=[CH:43][CH:44]=[CH:45][CH:46]=2)[CH2:41][CH2:40]1. Procedure: The title compound is prepared from 9-{2-[(S)-indan-1-ylamino]-ethyl}-3,3-dimethyl-1,5-dioxa-spiro[5.5]undecan-9-ol and triphosgene following a procedure analogous to that described in Step 4 of Intermediate 2; the crude product, a mixture of the title compound and 3-[(S)-indan-1-yl]-12,12-dimethyl-1,10,14-trioxa-3-aza-dispiro[5.2.5.2]hexadecan-2-one, obtained thereafter is treated as described in Step 10 of Intermediate 2 to convert the intermediate to the title compound as well. Yield: 44% of ... The reactants are FC1=C(C(=CC(=C1)OC1=CC(=CC=C1)N(C)C)F)/C=C(/C(=O)O)\C (E-3-[2,6-Difluoro-4-(3-dimethylaminophenoxy)phenyl]-2-methyl-propenoic acid), FC1=C(C(=CC(=C1)F)OC1=CC(=CC=C1)N(C)C)/C=C(/C(=O)O)\C (E-3-[2,4-difluoro-6-(3-dimethylaminophenoxy)-phenyl]-2-methyl-propenoic acid), FC1=C(C=O)C(=CC(=C1)F)F (2,4,6-trifluorobenzaldehyde). Yields the product FC1=C(C(=CC(=C1)F)F)/C=C(/C(=O)OCC)\C (Ethyl E-3-[2,4,6-trifluorophenyl]-2-methyl-propenoate). As a reaction SMILES: [F:1][C:2]1[CH:7]=[C:6](OC2C=CC=C(N(C)C)C=2)[CH:5]=[C:4]([F:18])[C:3]=1/[CH:19]=[C:20](\[CH3:24])/[C:21]([OH:23])=[O:22].F[C:26]1C=C(F)C=C(OC2C=CC=C(N(C)C)C=2)[C:27]=1/C=C(\C)/C(O)=O.[F:49]C1C=C(F)C=C(F)C=1C=O>>[F:18][C:4]1[CH:5]=[C:6]([F:49])[CH:7]=[C:2]([F:1])[C:3]=1/[CH:19]=[C:20](\[CH3:24])/[C:21]([O:23][CH2:26][CH3:27])=[O:22]. Reported procedure: E-3-[2,6-Difluoro-4-(3-dimethylaminophenoxy)phenyl]-2-methyl-propenoic acid guanidide and E-3-[2,4-difluoro-6-(3-dimethylaminophenoxy)-phenyl]-2-methyl-propenoic acid guanidide ##STR16## 11 a/12 a) Ethyl E-3-[2,4,6-trifluorophenyl]-2-methyl-propenoate was synthesized analogously to 8 a starting from 2,4,6-trifluorobenzaldehyde. Reactants: C1(CCCCC1)N1C(C2(C[C@H](CN2CC2=CC=C(C=C2)C=2C=CC(=NC2)C(=O)NC)O)CC1)=O (5-(4-{[(3R)-7-Cyclohexyl-3-hydroxy-6-oxo-1,7-diazaspiro[4.4]non-1-yl]methyl}phenyl)-N-methylpyridine-2-carboxamide), C(C)N(CC)S(F)(F)F (diethylaminosulfur trifluoride). The product is C1(CCCCC1)N1C(C2(C[C@@H](CN2CC2=CC=C(C=C2)C=2C=CC(=NC2)C(=O)NC)F)CC1)=O (5-(4-{[(3S)-7-Cyclohexyl-3-fluoro-6-oxo-1,7-diazaspiro[4.4]non-1-yl]methyl}-phenyl)-N-methylpyridine-2-carboxamide). Reaction SMILES: [CH:1]1([N:7]2[CH2:33][CH2:32][C:9]3([N:13]([CH2:14][C:15]4[CH:20]=[CH:19][C:18]([C:21]5[CH:22]=[CH:23][C:24]([C:27]([NH:29][CH3:30])=[O:28])=[N:25][CH:26]=5)=[CH:17][CH:16]=4)[CH2:12][C@H:11](O)[CH2:10]3)[C:8]2=[O:34])[CH2:6][CH2:5][CH2:4][CH2:3][CH2:2]1.C(N(S(F)(F)[F:41])CC)C>>[CH:1]1([N:7]2[CH2:33][CH2:32][C:9]3([N:13]([CH2:14][C:15]4[CH:20]=[CH:19][C:18]([C:21]5[CH:22]=[CH:23][C:24]([C:27]([NH:29][CH3:30])=[O:28])=[N:25][CH:26]=5)=[CH:17][CH:16]=4)[CH2:12][C@@H:11]([F:41])[CH2:10]3)[C:8]2=[O:34])[CH2:6][CH2:5][CH2:4][CH2:3][CH2:2]1. Procedure details: 5-(4-{[(3R)-7-Cyclohexyl-3-hydroxy-6-oxo-1,7-diazaspiro[4.4]non-1-yl]methyl}phenyl)-N-methylpyridine-2-carboxamide (prepared according to a procedure analogous to that described for the synthesis of Example 42) was treated with diethylaminosulfur trifluoride as outlined in the synthesis of Example 81 to afford the desired product. LC/MS: 465.2 (M+1H)+. The reactants are O=[N+]([O-])c1cc(Br)cc2nn(C3CCCCO3)cc12, O=C([O-])O, CCOC(C)=O, CC(C)O, [Na+], OB(O)c1ccc(OC2CCCCO2)cc1, O. Product: O=[N+]([O-])c1cc(-c2ccc(OC3CCCCO3)cc2)cc2nn(C3CCCCO3)cc12. RXN SMILES: [Br:1][c:2]1[cH:3][c:4]([N+:17](=[O:18])[O-:19])[c:5]2[cH:6][n:7]([CH:11]3[O:12][CH2:13][CH2:14][CH2:15][CH2:16]3)[n:8][c:9]2[cH:10]1.[C:36](=[O:37])([O-:38])[OH:39].[CH3:45][CH2:46][O:47][C:48](=[O:49])[CH3:50].[CH:41]([OH:42])([CH3:43])[CH3:44].[Na+:40].[O:20]1[CH:21]([O:26][c:27]2[cH:28][cH:29][c:30]([B:33]([OH:34])[OH:35])[cH:31][cH:32]2)[CH2:22][CH2:23][CH2:24][CH2:25]1.[OH2:51]>>[c:2]1(-[c:30]2[cH:29][cH:28][c:27]([O:26][CH:21]3[O:20][CH2:25][CH2:24][CH2:23][CH2:22]3)[cH:32][cH:31]2)[cH:3][c:4]([N+:17](=[O:18])[O-:19])[c:5]2[cH:6][n:7]([CH:11]3[O:12][CH2:13][CH2:14][CH2:15][CH2:16]3)[n:8][c:9]2[cH:10]1.